From a dataset of the Open Reaction Database (ORD), a public repository of structured organic reaction records. describe an organic reaction: reactants, conditions, products, and yield The reactants are Cl (HCl), C=1(C(=CC=CC1)CO)CO (1,2-benzenedimethanol), IC (iodomethane), [H-].[Na+] (NaH). Solvent: O (water), CCOC(=O)C (EtOAc), CN(C)C=O (DMF). Conditions: temperature 0 celsius, time 15 minute. Product: COCC1=C(C=CC=C1)CO ((2-Methoxymethylphenyl)-methanol). As a reaction SMILES: [C:1]1([CH2:9][OH:10])[C:2]([CH2:7][OH:8])=[CH:3][CH:4]=[CH:5][CH:6]=1.[H-].[Na+].I[CH3:14].Cl>CN(C=O)C.O.CCOC(C)=O>[CH3:14][O:8][CH2:7][C:2]1[CH:3]=[CH:4][CH:5]=[CH:6][C:1]=1[CH2:9][OH:10] |f:1.2|. Procedure: To a solution of 1,2-benzenedimethanol (1.38 g, 10 mmol) in DMF (10 mL) cooled in an ice bath is added NaH (400 mg, 60% in mineral oil, 10 mmol) in portions. The mixture is stirred at 0° C. for 15 min then at RT for 30 min. To this is added iodomethane (1.45 g, 10.2 mmol) dropwise and the mixture is stirred at RT for 1 h. Ice, EtOAc and water is added and the mixture is acidified with 1N HCl. The organic phase is washed with water and brine then is dried over magnesium sulfate. The solvent is re...